From a dataset of the Open Reaction Database (ORD), a public repository of structured organic reaction records. describe an organic reaction: reactants, conditions, products, and yield Starting materials: FC1=CC=C(C=O)C=C1 (4-fluorobenzaldehyde), CN1C(=NC=C1)\C=N\C1=C2COC(C2=CC=C1)=O ((E)-4-((1-methyl-1H-imidazol-2-yl)methyleneamino)isobenzofuran-1(3H)-one), [O-]CC.[Na+] (sodium ethoxide), C(C)O (ethanol). Run in C(CC)(=O)OCC (ethyl propionate). Reaction conditions: temperature 0 celsius, time 0.5 hour. Product: FC1=CC=C(C=C1)C1C(NC=2C=CC=C(C2C1=O)C(=O)OCC)C=1N(C=CN1)C (Ethyl 3-(4-fluorophenyl)-2-(1-methyl-1H-imidazol-2-yl)-4-oxo-1,2,3,4-tetrahydroquinoline-5-carboxylate). Isolated yield 25.0%. Reaction SMILES: [F:1][C:2]1[CH:9]=[CH:8][C:5]([CH:6]=O)=[CH:4][CH:3]=1.[CH3:10][N:11]1[CH:15]=[CH:14][N:13]=[C:12]1/[CH:16]=[N:17]/[C:18]1[CH:26]=[CH:25][CH:24]=[C:23]2[C:19]=1[CH2:20][O:21][C:22]2=[O:27].[O-:28][CH2:29][CH3:30].[Na+].C(O)C>C(OCC)(=O)CC>[F:1][C:2]1[CH:9]=[CH:8][C:5]([CH:6]2[C:29](=[O:28])[C:30]3[C:23]([C:22]([O:21][CH2:20][CH3:19])=[O:27])=[CH:24][CH:25]=[CH:26][C:18]=3[NH:17][CH:16]2[C:12]2[N:11]([CH3:10])[CH:15]=[CH:14][N:13]=2)=[CH:4][CH:3]=1 |f:2.3|. Procedure details: A mixture of compound 4-fluorobenzaldehyde (248 mg, 2 mmol) and (E)-4-((1-methyl-1H-imidazol-2-yl)methyleneamino)isobenzofuran-1(3H)-one (482 mg, 2 mmol) in ethyl propionate (10 mL) was cooled to 0° C. Then a solution of sodium ethoxide in ethanol (sodium (184 mg, 8 mmol) in ethanol (5 mL)) was added dropwise. After the addition, the mixture was stirred at room temperature for 0.5 hr. The mixture was quenched with water (20 mL) and solvent was removed in vacuum. The residue was dissolved in wate... The reactants are CCO, O=[N+]([O-])c1ccc(-c2ccncc2)nc1, NN, O. The product is Nc1ccc(-c2ccncc2)nc1. As a reaction SMILES: [CH3:19][CH2:20][OH:21].[N+:1]([O-:2])(=[O:3])[c:4]1[cH:5][cH:6][c:7](-[c:10]2[cH:11][cH:12][n:13][cH:14][cH:15]2)[n:8][cH:9]1.[NH2:17][NH2:18].[OH2:16]>>[NH2:1][c:4]1[cH:5][cH:6][c:7](-[c:10]2[cH:11][cH:12][n:13][cH:14][cH:15]2)[n:8][cH:9]1. The yield is 50.3%. The reactants are FC1=C(C=O)C=CC(=C1)F (2,4-difluorobenzaldehyde), C(CC(=O)C)(=O)OCCOC (2-methoxyethyl acetoacetate), N1CCCCC1 (piperidine), C(C)(=O)O (acetic acid). Reported procedure: 5.0 g (35 mmol) of 2,4-difluorobenzaldehyde are dissolved in 100 ml of isopropanol with 5.7 g (35 mmol) of 2-methoxyethyl acetoacetate. A freshly prepared solution of 1.0 ml of piperidine and 0.5 ml of glacial acetic acid in 5 ml of isopropanol is added to this solution and it is stirred overnight at 40° C. The mixture is concentrated, the residue is taken up in toluene, the solution is concentrated again and the residue is purified by filtration on 100 ml of silica gel (eluent: toluene/ethyl ac... Run in C(C)(C)O (isopropanol), C(C)(C)O (isopropanol). Yields the product C(C)(=O)C(C(=O)OCCOC)=CC1=C(C=C(C=C1)F)F (2-Methoxyethyl 2-acetyl-3-(2,4-difluorophenyl)-2-propenoate). Conditions: temperature 40 celsius, time 8 hour. RXN SMILES: [F:1][C:2]1[CH:9]=[C:8]([F:10])[CH:7]=[CH:6][C:3]=1[CH:4]=O.[C:11]([O:17][CH2:18][CH2:19][O:20][CH3:21])(=[O:16])[CH2:12][C:13]([CH3:15])=[O:14].N1CCCCC1.C(O)(=O)C>C(O)(C)C>[C:13]([C:12](=[CH:4][C:3]1[CH:6]=[CH:7][C:8]([F:10])=[CH:9][C:2]=1[F:1])[C:11]([O:17][CH2:18][CH2:19][O:20][CH3:21])=[O:16])(=[O:14])[CH3:15]. The reactants are N([C@@H](COC(C)(C)C)C(=O)N[C@@H](CC(N)=O)C(=O)N[C@@H](CC(C)C)C(=O)OC)C(=O)OCC1=CC=CC=C1 (Z-Ser(tBu)-Asn-Leu-OMe). Reagents/catalysts: [Pd] (palladium-charcoal). Run in CO (methanol). Product: N[C@@H](COC(C)(C)C)C(=O)N[C@@H](CC(N)=O)C(=O)N[C@@H](CC(C)C)C(=O)OC (H-Ser(tBu)-Asn-Leu-OMe). Reaction SMILES: [NH:1](C(OCC1C=CC=CC=1)=O)[C@H:2]([C:9]([NH:11][C@H:12]([C:17]([NH:19][C@H:20]([C:25]([O:27][CH3:28])=[O:26])[CH2:21][CH:22]([CH3:24])[CH3:23])=[O:18])[CH2:13][C:14](=[O:16])[NH2:15])=[O:10])[CH2:3][O:4][C:5]([CH3:8])([CH3:7])[CH3:6]>CO.[Pd]>[NH2:1][C@H:2]([C:9]([NH:11][C@H:12]([C:17]([NH:19][C@H:20]([C:25]([O:27][CH3:28])=[O:26])[CH2:21][CH:22]([CH3:24])[CH3:23])=[O:18])[CH2:13][C:14](=[O:16])[NH2:15])=[O:10])[CH2:3][O:4][C:5]([CH3:6])([CH3:7])[CH3:8]. Reported procedure: 6.3 g of Z-Ser(tBu)-Asn-Leu-OMe are dissolved in 600 ml of methanol and hydrogenated in the presence of 1.2 g of palladium-charcoal (10 % Pd). After 1.25 hours the catalyst is filtered off and the solution evaporated to dryness in vacuo at 30°C bath temperature. The crystalline tripeptide derivative thereupon obtained shows Rf = 0.11 on thin layer chromatography on silica gel plates in the system chloroform-methanol (90:10). Yields the product NCC(=O)N1CC2=CC=CC=C2C(C1)OC (N-glycyl4-methoxy-1,2,3,4tetrahydroisoquinoline). Isolated yield 80.3%. Run in Cl (HCl), CCOC(=O)C (EtOAc). Reported procedure: A solution of N-(N'-Boc-glycyl)4-methoxy-1,2,3,4-tetrahydroisoquinoline (4.97 g, 16 mmol) in 30 mL of 3 N HCl and 30 mL of EtOAc was heated to reflux for 0.5 hour. The resulting solution was basified to pH 9 and extracted with EtOAc. The aqueous layer was then extracted with 10% iPrOH- CH2Cl2. Drying over MgSO4 of the iPrOH-CH2Cl2 solution and removal of the solvent gave 2.83 g (89%) of N-glycyl4-methoxy-1,2,3,4tetrahydroisoquinoline. RXN SMILES: C([NH:8][CH2:9][C:10]([N:12]1[CH2:21][CH:20]([O:22][CH3:23])[C:19]2[C:14](=[CH:15][CH:16]=[CH:17][CH:18]=2)[CH2:13]1)=[O:11])(OC(C)(C)C)=O>Cl.CCOC(C)=O>[NH2:8][CH2:9][C:10]([N:12]1[CH2:21][CH:20]([O:22][CH3:23])[C:19]2[C:14](=[CH:15][CH:16]=[CH:17][CH:18]=2)[CH2:13]1)=[O:11]. The reactants are C(=O)(OC(C)(C)C)NCC(=O)N1CC2=CC=CC=C2C(C1)OC (N-(N'-Boc-glycyl)4-methoxy-1,2,3,4-tetrahydroisoquinoline). Starting materials: BrBr (bromine), ClC=1C(=NC=CC1)O (3-chloro-2-hydroxypyridine), S(=O)([O-])[O-].[Na+].[Na+] (sodium sulfite). The solvent is CN(C=O)C (dimethylformamide), O (water), O (water). Run at time 2 hour. Product: BrC=1C=C(C(=NC1)O)Cl (5-bromo-3-chloro-2-hydroxypyridine). Yield: 95.1%. As a reaction SMILES: [Br:1]Br.[Cl:3][C:4]1[C:5]([OH:10])=[N:6][CH:7]=[CH:8][CH:9]=1.S([O-])([O-])=O.[Na+].[Na+]>CN(C)C=O.O>[Br:1][C:8]1[CH:9]=[C:4]([Cl:3])[C:5]([OH:10])=[N:6][CH:7]=1 |f:2.3.4|. Procedure: 10.5 ml (203.0 mmol) of bromine are added dropwise at 0° C. to 23.9 g (184.5 mmol) of 3-chloro-2-hydroxypyridine in 240 ml of dimethylformamide, and the mixture is stirred at room temperature for 2 hours. 200 ml of water are subsequently added, and 30 g of sodium sulfite in 100 ml of water are added dropwise. After 15 minutes, the mixture is extracted three times with 200 ml of dichloromethane in each case, the combined organic phases are dried over sodium sulfate and filtered, and the filtrate ...